This data is from the Open Reaction Database (ORD), a public repository of structured organic reaction records. The task is: describe an organic reaction: reactants, conditions, products, and yield Starting materials: C(CC)S(=O)(=O)CC1=C(C=CC(=C1)NC(C(F)(F)F)=O)S(=O)(=O)Cl (2-(propylsulfonylmethyl)-4-(2,2,2-trifluoroacetamido)benzene-1-sulfonyl chloride), NC=1C=CC2=C(B(OC2)O)C1 (6-aminobenzo[c][1,2]oxaborol-1(3H)-ol), N1=CC=CC=C1 (pyridine). The solvent is C(C)#N (ACN). Reaction conditions: time 16 hour. Product: NC1=CC(=C(C=C1)S(=O)(=O)NC=1C=CC2=C(B(OC2)O)C1)CS(=O)(=O)CCC (4-Amino-N-(1-hydroxy-1,3-dihydrobenzo[c][1,2]oxaborol-6-yl)-2-(propylsulfonylmethyl)benzenesulfonamide). Isolated yield 59.3%. As a reaction SMILES: [CH2:1]([S:4]([CH2:7][C:8]1[CH:13]=[C:12]([NH:14]C(=O)C(F)(F)F)[CH:11]=[CH:10][C:9]=1[S:21](Cl)(=[O:23])=[O:22])(=[O:6])=[O:5])[CH2:2][CH3:3].[NH2:25][C:26]1[CH:27]=[CH:28][C:29]2[CH2:33][O:32][B:31]([OH:34])[C:30]=2[CH:35]=1.N1C=CC=CC=1>C(#N)C>[NH2:14][C:12]1[CH:11]=[CH:10][C:9]([S:21]([NH:25][C:26]2[CH:27]=[CH:28][C:29]3[CH2:33][O:32][B:31]([OH:34])[C:30]=3[CH:35]=2)(=[O:22])=[O:23])=[C:8]([CH2:7][S:4]([CH2:1][CH2:2][CH3:3])(=[O:5])=[O:6])[CH:13]=1. Procedure details: To a stirred solution of 2-(propylsulfonylmethyl)-4-(2,2,2-trifluoroacetamido)benzene-1-sulfonyl chloride (700 mg, 1.7 mmol) and 6-aminobenzo[c][1,2]oxaborol-1(3H)-ol (384 mg, 2.58 mmol) in 10 mL of ACN was added pyridine (278 uL, 3.4 mmol) dropwise. The reaction mixture was stirred at room temperature for 16 hours. After the mixture was concentrated, the residue was extracted with ethyl acetate and washed with water, 1N HCl and brine. The organic layer was dried over Na2SO4 and concentrated. A ... Reactants: N1=CC=CC=C1 (pyridine), C1OC2[C@H](CCCCCCC(=O)OCC)[C@H](CC2OC1)CCC(CCCCC)O (ethyl 9-ethylenedioxy-15-hydroxy-prostanoate), viscous oil. The reagents and catalysts are [O-2].[O-2].[O-2].[Cr+6] (chromium trioxide). Solvent: C(Cl)Cl (methylene chloride), C(Cl)Cl (methylene chloride). Run at time 15 minute. Yields the product C1OC2[C@H](CCCCCCC(=O)OCC)[C@H](CC2OC1)CCC(CCCCC)=O (ethyl 9-ethylenedioxy-15-oxo-prostanoate). RXN SMILES: N1C=CC=CC=1.[CH2:7]1[CH2:26][O:25][CH:24]2[CH:9]([C@@H:10]([C@@H:22]([CH2:27][CH2:28][CH:29]([OH:35])[CH2:30][CH2:31][CH2:32][CH2:33][CH3:34])[CH2:23]2)[CH2:11][CH2:12][CH2:13][CH2:14][CH2:15][CH2:16][C:17]([O:19][CH2:20][CH3:21])=[O:18])[O:8]1>[O-2].[O-2].[O-2].[Cr+6].C(Cl)Cl>[CH2:7]1[CH2:26][O:25][CH:24]2[CH:9]([C@@H:10]([C@@H:22]([CH2:27][CH2:28][C:29](=[O:35])[CH2:30][CH2:31][CH2:32][CH2:33][CH3:34])[CH2:23]2)[CH2:11][CH2:12][CH2:13][CH2:14][CH2:15][CH2:16][C:17]([O:19][CH2:20][CH3:21])=[O:18])[O:8]1 |f:2.3.4.5|. Procedure details: A solution of 8.7 g. of dry pyridine in 140 ml. of dry methylene chloride, stirred in a tap water bath is treated with 5.5 g. of dry chromium trioxide. The resulting deep red suspension is stirred at ambient temperature for 15 minutes. A solution of 3.78 g. of ethyl-9-ethylenedioxy-15-hydroxy-prostanoate (Example 55) in 15 ml. of methylene chloride is added, all at once, to the suspension. A black, tarry deposit is formed immediately. After stirring for 15 minutes at ambient temperature, the met... The reactants are COc1cccc2c(-n3ccnc3C)cc(Cl)nc12, Cc1cc(Cl)c2c(F)ccc(O)c2n1, Cc1cc(-n2ccnc2)c2cccc(OCc3c(Cl)cncc3Cl)c2n1, O=C(O)C(F)(F)F. Product: Cc1nccn1-c1cc(Cl)nc2c(OCc3c(Cl)cncc3Cl)cccc12, O=C(O)C(F)(F)F. As a reaction SMILES: [Cl:1][c:2]1[n:3][c:4]2[c:5]([O:18][CH3:19])[cH:6][cH:7][cH:8][c:9]2[c:10](-[n:12]2[c:13]([CH3:17])[n:14][cH:15][cH:16]2)[cH:11]1.[Cl:27][c:28]1[c:29]2[c:30]([c:31]([OH:32])[cH:33][cH:34][c:35]2[F:36])[n:37][c:38]([CH3:39])[cH:40]1.[Cl:41][c:42]1[cH:43][n:44][cH:45][c:46]([Cl:66])[c:47]1[CH2:48][O:49][c:50]1[cH:51][cH:52][cH:53][c:54]2[c:55]1[n:56][c:57]([CH3:58])[cH:59][c:60]2-[n:61]1[cH:62][cH:63][n:64][cH:65]1.[F:20][C:21]([C:22](=[O:23])[OH:24])([F:25])[F:26]>>[Cl:1][c:2]1[n:3][c:4]2[c:5]([O:18][CH2:19][c:47]3[c:42]([Cl:41])[cH:43][n:44][cH:45][c:46]3[Cl:66])[cH:6][cH:7][cH:8][c:9]2[c:10](-[n:12]2[c:13]([CH3:17])[n:14][cH:15][cH:16]2)[cH:11]1.[F:20][C:21]([C:22](=[O:23])[OH:24])([F:25])[F:26]. The yield is 70.8%. Reactants: C1(CCCCC1)N=C=NC1CCCCC1 (dicyclohexylcarbodiimide), C1(=CC=CC=C1)COC(=O)N[C@@H](CC(C)C)C(=O)O ([(phenylmethoxy)carbonyl]-L-leucine), CN(C)C1=NC=CC=C1 (dimethylaminopyridine), C[Si](CCO)(C)C (2-trimethylsilylethanol). Reported procedure: A mixture of 20.1 g (75.7 mmol) of [(phenylmethoxy)carbonyl]-L-leucine, 0.925 g (7.57 mmol) of dimethylaminopyridine and 8.95 g (75.7 mmol) of 2-trimethylsilylethanol in 200 ml of dichloromethane was cooled in an ice bath under nitrogen and treated with a solution of 15.6 g (75.7 mmol) of dicyclohexylcarbodiimide in 50 ml of dichloromethane. The ice bath was removed after 30 minutes and the reaction allowed to come to room temperature overnight. The reaction mixture was filtered, concentrated in... Product: C1(=CC=CC=C1)COC(=O)N[C@@H](CC(C)C)C(=O)OCC[Si](C)(C)C ([(Phenylmethoxy)carbonyl]-L-leucine, 2-(trimethylsilyl)ethyl ester). Reaction conditions: time 8 hour. Reaction SMILES: [C:1]1([CH2:7][O:8][C:9]([NH:11][C@H:12]([C:17]([OH:19])=[O:18])[CH2:13][CH:14]([CH3:16])[CH3:15])=[O:10])[CH:6]=[CH:5][CH:4]=[CH:3][CH:2]=1.CN(C1C=CC=CN=1)C.[CH3:29][Si:30]([CH3:35])([CH3:34])[CH2:31][CH2:32]O.C1(N=C=NC2CCCCC2)CCCCC1>ClCCl>[C:1]1([CH2:7][O:8][C:9]([NH:11][C@H:12]([C:17]([O:19][CH2:32][CH2:31][Si:30]([CH3:35])([CH3:34])[CH3:29])=[O:18])[CH2:13][CH:14]([CH3:16])[CH3:15])=[O:10])[CH:2]=[CH:3][CH:4]=[CH:5][CH:6]=1. Solvent: ClCCl (dichloromethane), ClCCl (dichloromethane). Starting materials: ClC1=CC=C(OCC2=NC3=C(N2CCCC2CCN(CC2)C(=O)OC(C)(C)C)C=CC=C3OCCCC3CCN(CC3)C(=O)OC(C)(C)C)C=C1 (2-(4-chlorophenoxymethyl)-4-[3-[1-(t-butoxycarbonyl)piperidin-4-yl]propoxy]-1-[3-[1-(t-butoxycarbonyl)piperidin-4-yl]propyl]benzimidazole), FC(C(=O)O)(F)F (trifluoroacetic acid). The product is ClC1=CC=C(OCC2=NC3=C(N2CCCC2CCNCC2)C=CC=C3OCCCC3CCNCC3)C=C1 (2-(4-chlorophenoxymethyl)-4-[3-(piperidin-4-yl)propoxy]-1-[3-(piperidin-4-yl)propyl]benzimidazole). RXN SMILES: [Cl:1][C:2]1[CH:51]=[CH:50][C:5]([O:6][CH2:7][C:8]2[N:12]([CH2:13][CH2:14][CH2:15][CH:16]3[CH2:21][CH2:20][N:19](C(OC(C)(C)C)=O)[CH2:18][CH2:17]3)[C:11]3[CH:29]=[CH:30][CH:31]=[C:32]([O:33][CH2:34][CH2:35][CH2:36][CH:37]4[CH2:42][CH2:41][N:40](C(OC(C)(C)C)=O)[CH2:39][CH2:38]4)[C:10]=3[N:9]=2)=[CH:4][CH:3]=1.FC(F)(F)C(O)=O>>[Cl:1][C:2]1[CH:51]=[CH:50][C:5]([O:6][CH2:7][C:8]2[N:12]([CH2:13][CH2:14][CH2:15][CH:16]3[CH2:21][CH2:20][NH:19][CH2:18][CH2:17]3)[C:11]3[CH:29]=[CH:30][CH:31]=[C:32]([O:33][CH2:34][CH2:35][CH2:36][CH:37]4[CH2:38][CH2:39][NH:40][CH2:41][CH2:42]4)[C:10]=3[N:9]=2)=[CH:4][CH:3]=1. Procedure: The title compound is prepared from 2-(4-chlorophenoxymethyl)-4-[3-[1-(t-butoxycarbonyl)piperidin-4-yl]propoxy]-1-[3-[1-(t-butoxycarbonyl)piperidin-4-yl]propyl]benzimidazole by standard deprotection techniques using trifluoroacetic acid. The reactants are C=CC(=O)Cl, CC(C)=O, CCOC(=O)c1cccc(N)c1, O. The product is C=CC(=O)Nc1cccc(C(=O)OCC)c1. Reaction SMILES: [C:1]([CH:2]=[CH2:3])(=[O:4])[Cl:5].[CH3:19][C:20](=[O:21])[CH3:22].[NH2:6][c:7]1[cH:8][c:9]([C:10](=[O:11])[O:12][CH2:13][CH3:14])[cH:15][cH:16][cH:17]1.[OH2:18]>>[C:1]([CH:2]=[CH2:3])(=[O:4])[NH:6][c:7]1[cH:8][c:9]([C:10](=[O:11])[O:12][CH2:13][CH3:14])[cH:15][cH:16][cH:17]1. Isolated yield 70.0%. Product: COC=1C=C(C=C(C1)C)O (3-methoxy-5-methylphenol). As a reaction SMILES: [CH3:1][O:2][C:3]1[CH:4]=[C:5]([OH:14])[C:6](=[C:11]([CH3:13])[CH:12]=1)C(OC)=O.[OH-].[K+].Cl>>[CH3:1][O:2][C:3]1[CH:4]=[C:5]([OH:14])[CH:6]=[C:11]([CH3:13])[CH:12]=1 |f:1.2|. Starting materials: COC=1C=C(C(C(=O)OC)=C(C1)C)O (methyl 4-methoxy-6-methyl-salicylate), [OH-].[K+] (potassium hydroxide), Cl (hydrochloric acid). Procedure details: 1.0 g of the methyl 4-methoxy-6-methyl-salicylate thus obtained is boiled under reflux with 35 ml of aqueous potassium hydroxide solution (15% strength) for 8 hours. The reaction mixture is then acidified with dilute hydrochloric acid and extracted with ethyl acetate. 0.70 g (yield: 70%) of orcinyl (3-methoxy-5-methylphenol) is obtained. The reactants are O=C1c2cc(COc3ccccc3)nn2CCN1c1cccc(Br)n1, O=C([O-])[O-], C1COCCO1, OB(O)C1CC1, [K+], [K+], CN(C)C=O, O, c1ccc(P(c2ccccc2)(c2ccccc2)[Pd](P(c2ccccc2)(c2ccccc2)c2ccccc2)(P(c2ccccc2)(c2ccccc2)c2ccccc2)P(c2ccccc2)(c2ccccc2)c2ccccc2)cc1. Product: O=C1c2cc(COc3ccccc3)nn2CCN1c1cccc(C2CC2)n1. RXN SMILES: [Br:1][c:2]1[cH:3][cH:4][cH:5][c:6]([N:8]2[C:9](=[O:25])[c:10]3[n:11]([n:14][c:15]([CH2:17][O:18][c:19]4[cH:20][cH:21][cH:22][cH:23][cH:24]4)[cH:16]3)[CH2:12][CH2:13]2)[n:7]1.[C:26](=[O:27])([O-:28])[O-:29].[CH2:43]1[O:44][CH2:45][CH2:46][O:47][CH2:48]1.[CH:32]1([B:35]([OH:36])[OH:37])[CH2:33][CH2:34]1.[K+:30].[K+:31].[O:38]=[CH:39][N:40]([CH3:41])[CH3:42].[OH2:49].[cH:50]1[cH:51][cH:52][c:53]([P:54]([Pd:55]([P:56]([c:57]2[cH:58][cH:59][cH:60][cH:61][cH:62]2)([c:63]2[cH:64][cH:65][cH:66][cH:67][cH:68]2)[c:69]2[cH:70][cH:71][cH:72][cH:73][cH:74]2)([P:75]([c:76]2[cH:77][cH:78][cH:79][cH:80][cH:81]2)([c:82]2[cH:83][cH:84][cH:85][cH:86][cH:87]2)[c:88]2[cH:89][cH:90][cH:91][cH:92][cH:93]2)[P:94]([c:95]2[cH:96][cH:97][cH:98][cH:99][cH:100]2)([c:101]2[cH:102][cH:103][cH:104][cH:105][cH:106]2)[c:107]2[cH:108][cH:109][cH:110][cH:111][cH:112]2)([c:113]2[cH:114][cH:115][cH:116][cH:117][cH:118]2)[c:119]2[cH:120][cH:121][cH:122][cH:123][cH:124]2)[cH:125][cH:126]1>>[c:2]1([CH:32]2[CH2:33][CH2:34]2)[cH:3][cH:4][cH:5][c:6]([N:8]2[C:9](=[O:25])[c:10]3[n:11]([n:14][c:15]([CH2:17][O:18][c:19]4[cH:20][cH:21][cH:22][cH:23][cH:24]4)[cH:16]3)[CH2:12][CH2:13]2)[n:7]1. Starting materials: CCCn1c(=O)c2[nH]c(C34CCCC(O3)C(C(=O)OC)CC4)nc2n(CCC)c1=O, CO. Product: CCCn1c(=O)c2[nH]c(C34CCCC(O3)C(C(=O)O)CC4)nc2n(CCC)c1=O. As a reaction SMILES: [CH3:1][O:2][C:3](=[O:4])[CH:5]1[CH:6]2[CH2:7][CH2:8][CH2:9][C:10]([c:14]3[n:15][c:16]4[n:17]([CH2:28][CH2:29][CH3:30])[c:18](=[O:27])[n:19]([CH2:24][CH2:25][CH3:26])[c:20](=[O:23])[c:21]4[nH:22]3)([CH2:11][CH2:12]1)[O:13]2.[CH3:31][OH:32]>>[O:2]=[C:3]([OH:4])[CH:5]1[CH:6]2[CH2:7][CH2:8][CH2:9][C:10]([c:14]3[n:15][c:16]4[n:17]([CH2:28][CH2:29][CH3:30])[c:18](=[O:27])[n:19]([CH2:24][CH2:25][CH3:26])[c:20](=[O:23])[c:21]4[nH:22]3)([CH2:11][CH2:12]1)[O:13]2.